Dataset: the Open Reaction Database (ORD), a public repository of structured organic reaction records. Task: describe an organic reaction: reactants, conditions, products, and yield Starting materials: O=C([O-])[O-], CCOC(=O)c1cc([N+](=O)[O-])c(Cl)s1, CN(C)C=O, [Cs+], [Cs+], O, Oc1ccc(S)cc1. Product: CCOC(=O)c1cc([N+](=O)[O-])c(Sc2ccc(O)cc2)s1. As a reaction SMILES: [C:23](=[O:24])([O-:25])[O-:26].[CH2:1]([CH3:2])[O:3][C:4](=[O:5])[c:6]1[s:7][c:8]([Cl:14])[c:9]([N+:11](=[O:12])[O-:13])[cH:10]1.[CH3:30][N:31]([CH3:32])[CH:33]=[O:34].[Cs+:27].[Cs+:28].[OH2:29].[SH:15][c:16]1[cH:17][cH:18][c:19]([OH:22])[cH:20][cH:21]1>>[CH2:1]([CH3:2])[O:3][C:4](=[O:5])[c:6]1[s:7][c:8]([S:15][c:16]2[cH:17][cH:18][c:19]([OH:22])[cH:20][cH:21]2)[c:9]([N+:11](=[O:12])[O-:13])[cH:10]1. The reactants are C(C)N1C(NC(C=2N(C=NC12)CCC)=O)=O (3-ethyl-7-propylxanthine), ClCCCCC(C)=O (1-chlorohexan-5-one). Product: C(C)N1C(N(C(C=2N(C=NC12)CCC)=O)CCCCC(C)=O)=O (3-Ethyl-1-(5-oxohexyl)-7-propylxanthine). RXN SMILES: [CH2:1]([N:3]1[C:11]2[N:10]=[CH:9][N:8]([CH2:12][CH2:13][CH3:14])[C:7]=2[C:6](=[O:15])[NH:5][C:4]1=[O:16])[CH3:2].Cl[CH2:18][CH2:19][CH2:20][CH2:21][C:22](=[O:24])[CH3:23]>>[CH2:1]([N:3]1[C:11]2[N:10]=[CH:9][N:8]([CH2:12][CH2:13][CH3:14])[C:7]=2[C:6](=[O:15])[N:5]([CH2:18][CH2:19][CH2:20][CH2:21][C:22](=[O:24])[CH3:23])[C:4]1=[O:16])[CH3:2]. Procedure details: 3-Ethyl-1-(5-oxohexyl)-7-propylxanthine (melting point 81-82° C.) is prepared from 3-ethyl-7-propylxanthine and 1-chlorohexan-5-one. Reactants: CC(C)(C)OC(=O)COc1cc(-c2sc3ccccc3c2Cc2ccc(OCCN3CCCC3=O)cc2)ccc1OCCN1CCCC1, COc1ccccc1, O=C(O)C(F)(F)F, O. Yields the product O=C(O)C(F)(F)F, O=C(O)COc1cc(-c2sc3ccccc3c2Cc2ccc(OCCN3CCCC3=O)cc2)ccc1OCCN1CCCC1. RXN SMILES: [C:1]([CH3:2])([CH3:3])([CH3:4])[O:5][C:6](=[O:7])[CH2:8][O:9][c:10]1[cH:11][c:12](-[c:24]2[c:25]([CH2:33][c:34]3[cH:35][cH:36][c:37]([O:40][CH2:41][CH2:42][N:43]4[C:44](=[O:48])[CH2:45][CH2:46][CH2:47]4)[cH:38][cH:39]3)[c:26]3[c:27]([s:28]2)[cH:29][cH:30][cH:31][cH:32]3)[cH:13][cH:14][c:15]1[O:16][CH2:17][CH2:18][N:19]1[CH2:20][CH2:21][CH2:22][CH2:23]1.[CH3:57][O:58][c:59]1[cH:60][cH:61][cH:62][cH:63][cH:64]1.[F:49][C:50]([C:51](=[O:52])[OH:53])([F:54])[F:55].[OH2:56]>>[F:49][C:50]([C:51](=[O:52])[OH:53])([F:54])[F:55].[O:5]=[C:6]([OH:7])[CH2:8][O:9][c:10]1[cH:11][c:12](-[c:24]2[c:25]([CH2:33][c:34]3[cH:35][cH:36][c:37]([O:40][CH2:41][CH2:42][N:43]4[C:44](=[O:48])[CH2:45][CH2:46][CH2:47]4)[cH:38][cH:39]3)[c:26]3[c:27]([s:28]2)[cH:29][cH:30][cH:31][cH:32]3)[cH:13][cH:14][c:15]1[O:16][CH2:17][CH2:18][N:19]1[CH2:20][CH2:21][CH2:22][CH2:23]1. Reported procedure: 4-Amino-N-(3-(3-tert-butoxycarbonylaminomethylpyrrolidin-1-yl)-propyl)-5-chloro-2-methoxybenzamide (1.70 g) as starting compound was reacted and treated in the same manner as in Example 67 using 4-amino-5-chloro-2-methoxybenzoic acid (0.76 g) to give 4-amino-N-(1-(3-(4-amino-5-chloro-2-methoxybenzoylamino)propyl)pyrrolidin-3-ylmethyl)-5-chloro-2-methoxybenzamide. Reactants: NC1=CC(=C(C(=O)NCCCN2CC(CC2)CNC(=O)OC(C)(C)C)C=C1Cl)OC (4-Amino-N-(3-(3-tert-butoxycarbonylaminomethylpyrrolidin-1-yl)-propyl)-5-chloro-2-methoxybenzamide), NC1=CC(=C(C(=O)O)C=C1Cl)OC (4-amino-5-chloro-2-methoxybenzoic acid). The product is NC1=CC(=C(C(=O)NCC2CN(CC2)CCCNC(C2=C(C=C(C(=C2)Cl)N)OC)=O)C=C1Cl)OC (4-amino-N-(1-(3-(4-amino-5-chloro-2-methoxybenzoylamino)propyl)pyrrolidin-3-ylmethyl)-5-chloro-2-methoxybenzamide). RXN SMILES: [NH2:1][C:2]1[C:27]([Cl:28])=[CH:26][C:5]([C:6]([NH:8][CH2:9][CH2:10][CH2:11][N:12]2[CH2:16][CH2:15][CH:14]([CH2:17][NH:18][C:19]([O:21]C(C)(C)C)=O)[CH2:13]2)=[O:7])=[C:4]([O:29][CH3:30])[CH:3]=1.[NH2:31][C:32]1[C:40]([Cl:41])=[CH:39][C:35](C(O)=O)=[C:34]([O:42][CH3:43])[CH:33]=1>>[NH2:31][C:32]1[C:40]([Cl:41])=[CH:39][C:35]([C:19]([NH:18][CH2:17][CH:14]2[CH2:15][CH2:16][N:12]([CH2:11][CH2:10][CH2:9][NH:8][C:6](=[O:7])[C:5]3[CH:26]=[C:27]([Cl:28])[C:2]([NH2:1])=[CH:3][C:4]=3[O:29][CH3:30])[CH2:13]2)=[O:21])=[C:34]([O:42][CH3:43])[CH:33]=1. Reactants: CCOC(=O)C(CCCCNC(=O)OC(C)(C)C)(C(=O)OCC)c1cn(S(=O)(=O)c2ccc(C)cc2)cn1, CO, CCOC(C)=O, O, On1nnc2ccccc21. Product: CCOC(=O)C(CCCCNC(=O)OC(C)(C)C)(C(=O)OCC)c1c[nH]cn1. Reaction SMILES: [C:1]([CH3:2])([CH3:3])([CH3:4])[O:5][C:6](=[O:7])[NH:8][CH2:9][CH2:10][CH2:11][CH2:12][C:13]([C:14](=[O:15])[O:16][CH2:17][CH3:18])([C:19](=[O:20])[O:21][CH2:22][CH3:23])[c:24]1[n:25][cH:26][n:27]([S:29]([c:30]2[cH:31][cH:32][c:33]([CH3:34])[cH:35][cH:36]2)(=[O:37])=[O:38])[cH:28]1.[CH3:50][OH:51].[CH3:52][CH2:53][O:54][C:55](=[O:56])[CH3:57].[OH2:39].[OH:40][n:41]1[c:42]2[cH:43][cH:44][cH:45][cH:46][c:47]2[n:48][n:49]1>>[C:1]([CH3:2])([CH3:3])([CH3:4])[O:5][C:6](=[O:7])[NH:8][CH2:9][CH2:10][CH2:11][CH2:12][C:13]([C:14](=[O:15])[O:16][CH2:17][CH3:18])([C:19](=[O:20])[O:21][CH2:22][CH3:23])[c:24]1[n:25][cH:26][nH:27][cH:28]1. The reactants are N(=[N+]=[N-])C[Si](C)(C)C ((Azidomethyl)trimethylsilane), C#CCCC (pent-1-yne), O[C@@H](CO)[C@H]1OC(C(=C1[O-])O)=O.[Na+] (sodium (R)-2-((S)-1,2-dihydroxyethyl)-4-hydroxy-5-oxo-2,5-dihydrofuran-3-olate), O (water). Reagents/catalysts: S(=O)(=O)([O-])[O-].[Cu+2] (copper (II) sulfate). Run in C(CCC)O (butan-1-ol). Conditions: time 4 day. The product is C(CC)C=1N=NN(C1)C[Si](C)(C)C (4-propyl-1-((trimethylsilyl)methyl)-1H-1,2,3-triazole). RXN SMILES: [N:1]([CH2:4][Si:5]([CH3:8])([CH3:7])[CH3:6])=[N+:2]=[N-:3].[CH:9]#[C:10][CH2:11][CH2:12][CH3:13].O[C@H]([C@@H]1C([O-])=C(O)C(=O)O1)CO.[Na+].O>S([O-])([O-])(=O)=O.[Cu+2].C(O)CCC>[CH2:11]([C:10]1[N:3]=[N:2][N:1]([CH2:4][Si:5]([CH3:8])([CH3:7])[CH3:6])[CH:9]=1)[CH2:12][CH3:13] |f:2.3,5.6|. Procedure details: (Azidomethyl)trimethylsilane, pent-1-yne, copper (II) sulfate and sodium (R)-2-((S)-1,2-dihydroxyethyl)-4-hydroxy-5-oxo-2,5-dihydrofuran-3-olate) were added to a 1:2 solution of water:butan-1-ol. The reaction was stirred for about 4 days and t-butanol and water were removed, producing a 4-propyl-1-((trimethylsilyl)methyl)-1H-1,2,3-triazole solid. Starting materials: O=C(Cl)C(=O)Cl, O=c1[nH]cnc2ccccc12. Product: Clc1ncnc2ccccc12. As a reaction SMILES: [Cl:12][C:13]([C:14]([Cl:15])=[O:16])=[O:17].[n:1]1[cH:2][nH:3][c:4](=[O:11])[c:5]2[cH:6][cH:7][cH:8][cH:9][c:10]12>>[n:1]1[cH:2][n:3][c:4]([Cl:12])[c:5]2[cH:6][cH:7][cH:8][cH:9][c:10]12. Reaction SMILES: [CH2:2]([N:3]=[C:4]=[N:5][CH2:6][CH2:7][CH2:8][N:9]([CH3:10])[CH3:11])[CH3:12].[Cl:53][CH2:54][Cl:55].[ClH:1].[O:13]=[C:14]1[N:15]([CH2:31][C:32](=[O:33])[OH:34])[CH2:16][CH2:17][C:18]1([c:19]1[cH:20][cH:21][cH:22][cH:23][cH:24]1)[c:25]1[cH:26][cH:27][cH:28][cH:29][cH:30]1.[c:35]1([C:41]2([c:47]3[cH:48][cH:49][cH:50][cH:51][cH:52]3)[O:42][CH2:43][CH2:44][NH:45][CH2:46]2)[cH:36][cH:37][cH:38][cH:39][cH:40]1>>[O:13]=[C:14]1[N:15]([CH2:31][C:32](=[O:34])[N:45]2[CH2:44][CH2:43][O:42][C:41]([c:35]3[cH:36][cH:37][cH:38][cH:39][cH:40]3)([c:47]3[cH:48][cH:49][cH:50][cH:51][cH:52]3)[CH2:46]2)[CH2:16][CH2:17][C:18]1([c:19]1[cH:20][cH:21][cH:22][cH:23][cH:24]1)[c:25]1[cH:26][cH:27][cH:28][cH:29][cH:30]1. The product is O=C(CN1CCC(c2ccccc2)(c2ccccc2)C1=O)N1CCOC(c2ccccc2)(c2ccccc2)C1. Reactants: CCN=C=NCCCN(C)C, ClCCl, Cl, O=C(O)CN1CCC(c2ccccc2)(c2ccccc2)C1=O, c1ccc(C2(c3ccccc3)CNCCO2)cc1.